The task is: describe an organic reaction: reactants, conditions, products, and yield. This data is from the Open Reaction Database (ORD), a public repository of structured organic reaction records. The reactants are [Si](C)(C)(C(C)(C)C)O[C@H](C)[C@@H]1[C@@H]2N(C(=C([C@@H]2C)C2=NC=C3SC=CN32)C(=O)OCC=C)C1=O (allyl (1S,5R,6S)-6-((1R)-1-t-butyldimethylsilyloxyethyl)-2-(imidazo[5,1-b]thiazole-5-yl)-1-methyl-1-carbapen-2-em-3-carboxylate), C(C)(=O)O (acetic acid), solution, [F-].C(CCC)[N+](CCCC)(CCCC)CCCC (tetra-n-butyl-ammonium fluoride). Solvent: C(C)(=O)OCC (ethyl acetate), C1CCOC1 (THF), C1CCOC1 (THF). Run at time 36 hour. The product is O[C@H](C)[C@@H]1[C@@H]2N(C(=C([C@@H]2C)C2=NC=C3SC=CN32)C(=O)OCC=C)C1=O (allyl (1S,5R,6S)-6-((1R)-1-hydroxyethyl)-2-(imidazo[5,1-b]thiazol-5-yl)-1-methyl-1-carbapen-2-em-3-carboxylate). The yield is 59.7%. Reaction SMILES: [Si]([O:8][C@@H:9]([C@H:11]1[C:32](=[O:33])[N:13]2[C:14]([C:26]([O:28][CH2:29][CH:30]=[CH2:31])=[O:27])=[C:15]([C:18]3[N:25]4[C:21]([S:22][CH:23]=[CH:24]4)=[CH:20][N:19]=3)[C@H:16]([CH3:17])[C@H:12]12)[CH3:10])(C(C)(C)C)(C)C.C(O)(=O)C.[F-].C([N+](CCCC)(CCCC)CCCC)CCC>C1COCC1.C(OCC)(=O)C>[OH:8][C@@H:9]([C@H:11]1[C:32](=[O:33])[N:13]2[C:14]([C:26]([O:28][CH2:29][CH:30]=[CH2:31])=[O:27])=[C:15]([C:18]3[N:25]4[C:21]([S:22][CH:23]=[CH:24]4)=[CH:20][N:19]=3)[C@H:16]([CH3:17])[C@H:12]12)[CH3:10] |f:2.3|. Procedure details: To a solution of 0.35 g of allyl (1S,5R,6S)-6-((1R)-1-t-butyldimethylsilyloxyethyl)-2-(imidazo[5,1-b]thiazole-5-yl)-1-methyl-1-carbapen-2-em-3-carboxylate in 12 ml of THF was added under ice-cooling 0.66 ml of acetic acid and 2.9 ml of a 1 M solution of tetra-n-butyl-ammonium fluoride in THF, and the mixture was stirred at room temperature for 36 hours. The reaction mixture was diluted with 50 ml of ethyl acetate, washed with saturated aqueous sodium hydrogen carbonate and saturated aqueous sali... The reactants are FC1=CC=C(C=C1)NC(NC1=CC=C(C=C1)C1=CC=C2CN(C(C2=C1)=O)[C@H](C(=O)O)C(C)C)=O ((S)-2-(6-(4-(3-(4-Fluorophenyl)ureido)phenyl)-1-oxoisoindolin-2-yl)-3-methyl butanoic acid), FC=1C=C(C=CC1F)NC(NC1=CC=C(C=C1)C1=CC=C2CN(C(C2=C1)=O)[C@H](C(=O)OC)C(C)C)=O ((S)-Methyl 2-(6-(4-(3-(3,4-difluorophenyl)ureido)phenyl)-1-oxoisoindolin-2-yl)-3-methylbutanoate). The product is FC=1C=C(C=CC1F)NC(NC1=CC=C(C=C1)C1=CC=C2CN(C(C2=C1)=O)[C@H](C(=O)O)C(C)C)=O ((S)-2-(6-(4-(3-(3,4-Difluorophenyl)ureido)phenyl)-1-oxoisoindolin-2-yl)-3-methylbutanoic acid). Isolated yield 96.0%. RXN SMILES: FC1C=CC(NC(=O)NC2C=CC(C3C=C4C(CN([C@@H](C(C)C)C(O)=O)C4=O)=CC=3)=CC=2)=CC=1.[F:35][C:36]1[CH:37]=[C:38]([NH:43][C:44](=[O:70])[NH:45][C:46]2[CH:51]=[CH:50][C:49]([C:52]3[CH:60]=[C:59]4[C:55]([CH2:56][N:57]([C@@H:62]([CH:67]([CH3:69])[CH3:68])[C:63]([O:65]C)=[O:64])[C:58]4=[O:61])=[CH:54][CH:53]=3)=[CH:48][CH:47]=2)[CH:39]=[CH:40][C:41]=1[F:42]>>[F:35][C:36]1[CH:37]=[C:38]([NH:43][C:44](=[O:70])[NH:45][C:46]2[CH:51]=[CH:50][C:49]([C:52]3[CH:60]=[C:59]4[C:55]([CH2:56][N:57]([C@@H:62]([CH:67]([CH3:68])[CH3:69])[C:63]([OH:65])=[O:64])[C:58]4=[O:61])=[CH:54][CH:53]=3)=[CH:48][CH:47]=2)[CH:39]=[CH:40][C:41]=1[F:42]. Reported procedure: The compound of example 32 was prepared analogous to compound of example 8 by hydrolysis of compound of example 31. Reactants: C(OC1CCCCC1)(OC(C)I)=O (cyclohexyl 1-iodoethyl carbonate), NC=1SC=C(N1)/C(/C(=O)NC1[C@@H]2N(C(=C(CS2)\C=C/C)C(=O)O)C1=O)=N/OC(C1=CC=CC=C1)(C1=CC=CC=C1)C1=CC=CC=C1 (7-[(Z)-2-(2-Aminothiazol-4-yl)-2-trityloxyiminoacetamido]-3-[(Z)-1-propenyl]-3-cephem-4-carboxylic Acid), C1COCCOCCOCCOCCOCCO1 (18-crown-6), C(=O)([O-])[O-].[K+].[K+] (K2CO3). The product is NC=1SC=C(N1)/C(/C(=O)NC1[C@@H]2N(C(=C(CS2)\C=C/C)C(=O)OC(C)OC(=O)OC2CCCCC2)C1=O)=N/OC(C1=CC=CC=C1)(C1=CC=CC=C1)C1=CC=CC=C1 (1-Cyclohexyloxycarbonyloxyethyl 7-[(Z)-2-(2-Aminothiazol-4-yl)-2-trityloxyiminoacetamido]-3-[(Z)-1-propenyl]-3-cephem-4-carboxylate). Conditions: time 1 hour. Reported procedure: To a mixture of the product of Procedure 7 (35 g, 53.7 mmol) 18-crown-6 (4.0 g, 15 mmol) and well ground K2CO3 (9.45 g, 6.84 mmol) in dry DMF (330 ml) was added dropwise the cyclohexyl 1-iodoethyl carbonate (41 g, 138 mmol) at 0° C. under argon and the mixture was stirred for 1 hr. at 2°-4° C. The mixture was diluted with ethyl acetate (1.5 L) and washed well with water. The organic layer was separated, dried and evaporated under reduced pressure. The residue was chromatographed on a column of s... Solvent: CN(C)C=O (DMF), C(C)(=O)OCC (ethyl acetate). As a reaction SMILES: [NH2:1][C:2]1[S:3][CH:4]=[C:5](/[C:7](=[N:26]/[O:27][C:28]([C:41]2[CH:46]=[CH:45][CH:44]=[CH:43][CH:42]=2)([C:35]2[CH:40]=[CH:39][CH:38]=[CH:37][CH:36]=2)[C:29]2[CH:34]=[CH:33][CH:32]=[CH:31][CH:30]=2)/[C:8]([NH:10][CH:11]2[C:24](=[O:25])[N:13]3[C:14]([C:21]([OH:23])=[O:22])=[C:15](/[CH:18]=[CH:19]\[CH3:20])[CH2:16][S:17][C@H:12]23)=[O:9])[N:6]=1.C1OCCOCCOCCOCCOCCOC1.C([O-])([O-])=O.[K+].[K+].[C:71](=[O:83])([O:79][CH:80](I)[CH3:81])[O:72][CH:73]1[CH2:78][CH2:77][CH2:76][CH2:75][CH2:74]1>CN(C=O)C.C(OCC)(=O)C>[NH2:1][C:2]1[S:3][CH:4]=[C:5](/[C:7](=[N:26]/[O:27][C:28]([C:35]2[CH:40]=[CH:39][CH:38]=[CH:37][CH:36]=2)([C:29]2[CH:30]=[CH:31][CH:32]=[CH:33][CH:34]=2)[C:41]2[CH:46]=[CH:45][CH:44]=[CH:43][CH:42]=2)/[C:8]([NH:10][CH:11]2[C:24](=[O:25])[N:13]3[C:14]([C:21]([O:23][CH:80]([O:79][C:71]([O:72][CH:73]4[CH2:78][CH2:77][CH2:76][CH2:75][CH2:74]4)=[O:83])[CH3:81])=[O:22])=[C:15](/[CH:18]=[CH:19]\[CH3:20])[CH2:16][S:17][C@H:12]23)=[O:9])[N:6]=1 |f:2.3.4|. Isolated yield 61.8%. The reactants are C(C)OC(=O)C1(SCCCS1)CC1CC1 (2-cyclopropylmethyl-[1,3]dithiane-2-carboxylic acid ethyl ester), C1CC(=O)N(C1=O)Br (NBS), CCCCCC.C(Cl)Cl (hexane DCM). Solvent: C(C)#N (acetonitrile), C(C)#N (acetonitrile), O (water). Run at time 45 minute. Yields the product C(C)OC(C(CC1CC1)=O)=O (3-Cyclopropyl-2-oxo-propionic acid ethyl ester). Isolated yield 61.2%. As a reaction SMILES: C1C(=O)N(Br)C(=[O:4])C1.[CH2:9]([O:11][C:12]([C:14]1([CH2:20][CH:21]2[CH2:23][CH2:22]2)SCCCS1)=[O:13])[CH3:10].CCCCCC.C(Cl)Cl>C(#N)C.O>[CH2:9]([O:11][C:12](=[O:13])[C:14](=[O:4])[CH2:20][CH:21]1[CH2:23][CH2:22]1)[CH3:10] |f:2.3|. Reported procedure: To a 0° C. suspension of NBS (439 mmol, 79 g) in a mixture of acetonitrile (400 mL) and water (100 mL) is added a solution of 2-cyclopropylmethyl-[1,3]dithiane-2-carboxylic acid ethyl ester (73.2 mmol, 18.05 g) in acetonitrile (50 mL) over 15 minutes. The reaction is warmed and stirred at room temperature. After 45 minutes, 500 mL of 1:1 hexane/DCM is added. The layers are separated. The organic layer is washed with saturated Na2SO3 (2×225 mL) and brine (2×225 mL), dried with Na2SO4, filtered, a...